This data is from the Open Reaction Database (ORD), a public repository of structured organic reaction records. The task is: describe an organic reaction: reactants, conditions, products, and yield The reactants are Clc1cccc(CBr)c1, O=[N+]([O-])c1cc(O)ccc1Cl. Product: O=[N+]([O-])c1cc(OCc2cccc(Cl)c2)ccc1Cl. RXN SMILES: [Cl:12][c:13]1[cH:14][c:15]([CH2:19][Br:20])[cH:16][cH:17][cH:18]1.[Cl:1][c:2]1[c:3]([N+:9](=[O:10])[O-:11])[cH:4][c:5]([OH:8])[cH:6][cH:7]1>>[Cl:1][c:2]1[c:3]([N+:9](=[O:10])[O-:11])[cH:4][c:5]([O:8][CH2:19][c:15]2[cH:14][c:13]([Cl:12])[cH:18][cH:17][cH:16]2)[cH:6][cH:7]1.